Dataset: the Open Reaction Database (ORD), a public repository of structured organic reaction records. Task: describe an organic reaction: reactants, conditions, products, and yield Reactants: BrC1=CC=C(C=C1)N=C=S (4-bromophenyl isothiocyanate), NC1=NC=CC=C1 (2-aminopyridine). Yields the product N1=C(C=CC=C1)NC(=S)NC1=CC=C(C=C1)Br (N-(2-Pyridyl)-N'-(4-bromophenyl)-thiourea). RXN SMILES: [Br:1][C:2]1[CH:7]=[CH:6][C:5]([N:8]=[C:9]=[S:10])=[CH:4][CH:3]=1.[NH2:11][C:12]1[CH:17]=[CH:16][CH:15]=[CH:14][N:13]=1>>[N:13]1[CH:14]=[CH:15][CH:16]=[CH:17][C:12]=1[NH:11][C:9]([NH:8][C:5]1[CH:6]=[CH:7][C:2]([Br:1])=[CH:3][CH:4]=1)=[S:10]. Reported procedure: The title compound was synthesized according to the procedure in Example 8 by employing 4-bromophenyl isothiocyanate instead of phenyl isothiocyanate and 2-aminopyridine instead of 4-methyl-2-aminopyridine. Starting materials: polyvinyl acetate, silver halide, silver halide, following compound, [N+](=O)([O-])[O-].[Ag+] (silver nitrate), C(CCCCCCCCCCCCCCCCCCCCC)(=O)O (behenic acid), [P] (phosphorus), [OH-].[Na+] (sodium hydroxide). Solvent: C(C)(=O)OCCCC (butyl acetate), O (water). Reaction conditions: temperature 30 celsius, time 1 hour. The product is C(CCCCCCCCCCCCCCCCCCCCC)(=O)[O-].[Ag+] (silver behenate). Reaction SMILES: [C:1]([OH:24])(=[O:23])[CH2:2][CH2:3][CH2:4][CH2:5][CH2:6][CH2:7][CH2:8][CH2:9][CH2:10][CH2:11][CH2:12][CH2:13][CH2:14][CH2:15][CH2:16][CH2:17][CH2:18][CH2:19][CH2:20][CH2:21][CH3:22].[OH-].[Na+].[P].[N+]([O-])([O-])=O.[Ag+:32]>C(OCCCC)(=O)C.O>[C:1]([O-:24])(=[O:23])[CH2:2][CH2:3][CH2:4][CH2:5][CH2:6][CH2:7][CH2:8][CH2:9][CH2:10][CH2:11][CH2:12][CH2:13][CH2:14][CH2:15][CH2:16][CH2:17][CH2:18][CH2:19][CH2:20][CH2:21][CH3:22].[Ag+:32] |f:1.2,4.5,8.9|. Reported procedure: 10.6 Grams of behenic acid is mixed with 300 ml of distilled water at 90° C. for 15 minutes, and to the mixture was added 31.1 ml of a 1N sodium hydroxide aqueous solution over a period of 15 minutes with vigorous stirring. The mixture was allowed to stand for 1 hour and cooled to 30° C. Then, 7 ml of a 1N phosphorus acid aqueous solution was added, and to the mixture was further added 0.13 g of the following compound C-1 with vigorous stirring. Then, the silver halide grains C were added in suc... Starting materials: NCc1cncc(Br)c1, [BH3-]C#N, CO, O=CC1CCCC1, [Na+]. Yields the product Brc1cncc(CNCC2CCCC2)c1. RXN SMILES: [Br:1][c:2]1[cH:3][c:4]([CH2:8][NH2:9])[cH:5][n:6][cH:7]1.[C:17]([BH3-:18])#[N:19].[CH3:21][OH:22].[CH:10]1([CH:15]=[O:16])[CH2:11][CH2:12][CH2:13][CH2:14]1.[Na+:20]>>[Br:1][c:2]1[cH:3][c:4]([CH2:8][NH:9][CH2:15][CH:10]2[CH2:11][CH2:12][CH2:13][CH2:14]2)[cH:5][n:6][cH:7]1. Starting materials: IC=1C=C(C(=O)NC2=C(C=CC(=C2)C(F)(F)F)OC)C=CC1C (3-Iodo-N-(2-methoxy-5-(trifluoromethyl)phenyl)-4-methylbenzamide), BrC=1C=C2C=NN=C(C2=CC1)N1CCOCC1 (6-bromo-1-morpholinophthalazine), C([O-])([O-])=O.[K+].[K+] (potassium carbonate), O (water), B1(OC(C(O1)(C)C)(C)C)B2OC(C(O2)(C)C)(C)C (bis(pinacolato)diboron), C(C)(=O)[O-].[K+] (potassium acetate). The reagents and catalysts are [Pd].C1(=CC=CC=C1)P(C1=CC=CC=C1)C1=CC=CC=C1.C1(=CC=CC=C1)P(C1=CC=CC=C1)C1=CC=CC=C1.C1(=CC=CC=C1)P(C1=CC=CC=C1)C1=CC=CC=C1.C1(=CC=CC=C1)P(C1=CC=CC=C1)C1=CC=CC=C1 (tetrakis(triphenylphosphine) palladium(0)), C1=CC=C(C=C1)P([C-]2C=CC=C2)C3=CC=CC=C3.C1=CC=C(C=C1)P([C-]2C=CC=C2)C3=CC=CC=C3.Cl[Pd]Cl.[Fe+2] (1,1′-bis(diphenylphosphino)ferrocene-palladium dichloride). Run in CCOC(=O)C (EtOAc), C(C)O (ethanol), CN(C=O)C (dimethylformamide). Conditions: time 10 minute. The product is COC1=C(C=C(C=C1)C(F)(F)F)NC(C1=CC(=C(C=C1)C)C=1C=C2C=NN=C(C2=CC1)N1CCOCC1)=O (N-(2-methoxy-5-(trifluoromethyl)phenyl)-4-methyl-3-(1-morpholinophthalazin-6-yl)benzamide). Reaction SMILES: I[C:2]1[CH:3]=[C:4]([CH:20]=[CH:21][C:22]=1[CH3:23])[C:5]([NH:7][C:8]1[CH:13]=[C:12]([C:14]([F:17])([F:16])[F:15])[CH:11]=[CH:10][C:9]=1[O:18][CH3:19])=[O:6].B1(B2OC(C)(C)C(C)(C)O2)OC(C)(C)C(C)(C)O1.C([O-])(=O)C.[K+].Br[C:48]1[CH:49]=[C:50]2[C:55](=[CH:56][CH:57]=1)[C:54]([N:58]1[CH2:63][CH2:62][O:61][CH2:60][CH2:59]1)=[N:53][N:52]=[CH:51]2.C(=O)([O-])[O-].[K+].[K+].O>CN(C)C=O.CCOC(C)=O.C1C=CC(P(C2C=CC=CC=2)[C-]2C=CC=C2)=CC=1.C1C=CC(P(C2C=CC=CC=2)[C-]2C=CC=C2)=CC=1.Cl[Pd]Cl.[Fe+2].[Pd].C1(P(C2C=CC=CC=2)C2C=CC=CC=2)C=CC=CC=1.C1(P(C2C=CC=CC=2)C2C=CC=CC=2)C=CC=CC=1.C1(P(C2C=CC=CC=2)C2C=CC=CC=2)C=CC=CC=1.C1(P(C2C=CC=CC=2)C2C=CC=CC=2)C=CC=CC=1.C(O)C>[CH3:19][O:18][C:9]1[CH:10]=[CH:11][C:12]([C:14]([F:17])([F:16])[F:15])=[CH:13][C:8]=1[NH:7][C:5](=[O:6])[C:4]1[CH:20]=[CH:21][C:22]([CH3:23])=[C:2]([C:48]2[CH:49]=[C:50]3[C:55](=[CH:56][CH:57]=2)[C:54]([N:58]2[CH2:59][CH2:60][O:61][CH2:62][CH2:63]2)=[N:53][N:52]=[CH:51]3)[CH:3]=1 |f:2.3,5.6.7,11.12.13.14,15.16.17.18.19|. Procedure: 3-Iodo-N-(2-methoxy-5-(trifluoromethyl)phenyl)-4-methylbenzamide (205 mg, 471 μmol), 1,1′-bis(diphenylphosphino)ferrocene-palladium dichloride (34 mg, 47 μmol), bis(pinacolato)diboron (179 mg, 707 μmol), and potassium acetate (118 μL, 1884 μmol) were dissolved/suspended in dimethylformamide (2.4 mL) and placed in the microwave at 160° C. for 10 min. The reaction mixture was then transferred to another vial containing 6-bromo-1-morpholinophthalazine (125mg, 424 μmol), tetrakis(triphenylphosphine)... The reactants are ClCC1=CC=C(C=C1)C=1C(=NC=CN1)NS(=O)(=O)C1=CC=C(C=C1)C#N (N-{3-[4-(chloromethyl)phenyl]pyrazin-2-yl}-4-cyanobenzenesulfonamide), CNC1=CC=C(C=C1)OC(F)(F)F (N-methyl-4-(trifluoromethoxy)aniline). The product is C(#N)C1=CC=C(C=C1)S(=O)(=O)NC1=NC=CN=C1C1=CC=C(C=C1)CN(C1=CC=C(C=C1)OC(F)(F)F)C (4-cyano-N-{3-[4-({methyl[4-(trifluoromethoxy)phenyl]amino}-methyl)phenyl]pyrazin-2-yl}benzenesulfonamide). Isolated yield 70.0%. RXN SMILES: Cl[CH2:2][C:3]1[CH:8]=[CH:7][C:6]([C:9]2[C:10]([NH:15][S:16]([C:19]3[CH:24]=[CH:23][C:22]([C:25]#[N:26])=[CH:21][CH:20]=3)(=[O:18])=[O:17])=[N:11][CH:12]=[CH:13][N:14]=2)=[CH:5][CH:4]=1.[CH3:27][NH:28][C:29]1[CH:34]=[CH:33][C:32]([O:35][C:36]([F:39])([F:38])[F:37])=[CH:31][CH:30]=1>>[C:25]([C:22]1[CH:21]=[CH:20][C:19]([S:16]([NH:15][C:10]2[C:9]([C:6]3[CH:7]=[CH:8][C:3]([CH2:2][N:28]([CH3:27])[C:29]4[CH:34]=[CH:33][C:32]([O:35][C:36]([F:37])([F:38])[F:39])=[CH:31][CH:30]=4)=[CH:4][CH:5]=3)=[N:14][CH:13]=[CH:12][N:11]=2)(=[O:17])=[O:18])=[CH:24][CH:23]=1)#[N:26]. Procedure: Following the general method as outlined in Example 1 (Method D), N-{3-[4-(chloromethyl)phenyl]pyrazin-2-yl}-4-cyanobenzenesulfonamide, and N-methyl-4-(trifluoromethoxy)aniline, the title compounds were isolated as a yellow solid in 70% yield (92% purity by HPLC). The reactants are C([O-])([O-])=O.[K+].[K+] (Potassium carbonate), Cl.NO (hydroxylamine hydrochloride), [N+](=O)([O-])C1=CC=C(C#N)C=C1 (4-nitrobenzonitrile). Solvent: CCOC(=O)C (EtOAc). Conditions: temperature 80 celsius. Product: ON=C(C1=CC=C(C=C1)[N+](=O)[O-])N (N′-hydroxy-4-nitrobenzimidamide). The yield is 86.9%. As a reaction SMILES: C(=O)([O-])[O-].[K+].[K+].Cl.[NH2:8][OH:9].[N+:10]([C:13]1[CH:20]=[CH:19][C:16]([C:17]#[N:18])=[CH:15][CH:14]=1)([O-:12])=[O:11]>CCOC(C)=O>[OH:9][N:8]=[C:17]([NH2:18])[C:16]1[CH:15]=[CH:14][C:13]([N+:10]([O-:12])=[O:11])=[CH:20][CH:19]=1 |f:0.1.2,3.4|. Reported procedure: Potassium carbonate and hydroxylamine hydrochloride were added to an ethanolic solution of 4-nitrobenzonitrile. The solution was refluxed at 80° C. for 5 hours. After completion of the reaction the solvent was evaporated and the crude so obtained was dissolved in EtOAc and washed with water, brine, then dried by sodium sulfate and concentrated to give a solid. It was the purified by column chromatography and further recrystallized from EtOAc: petroleum ether to obtain the title product in 86.88%...